Dataset: the Open Reaction Database (ORD), a public repository of structured organic reaction records. Task: describe an organic reaction: reactants, conditions, products, and yield Reactants: [N+](=O)([O-])C1=C(COC(=O)C(N2C(C(C2CC(=O)O)C(C)NC(=O)OCC2=C(C=CC=C2)[N+](=O)[O-])=O)P(C2=CC=CC=C2)(C2=CC=CC=C2)C2=CC=CC=C2)C=CC=C1 (1-(o-nitrobenzyloxycarbonyltriphenylphosphoranylmethyl)-3-(1-o-nitrobenzyloxycarbonylaminoethyl)-4-(carboxymethyl)-2-azetidinone), C(C(=O)Cl)(=O)Cl (Oxalyl chloride). The reagents and catalysts are CN(C)C=O (DMF). Solvent: C(Cl)Cl (CH2Cl2). Reaction conditions: time 5 minute. Yields the product [N+](=O)([O-])C1=C(COC(=O)C(N2C([C@H]([C@@H]2CC(=O)Cl)C(C)NC(=O)OCC2=C(C=CC=C2)[N+](=O)[O-])=O)P(C2=CC=CC=C2)(C2=CC=CC=C2)C2=CC=CC=C2)C=CC=C1 (trans 1-(o-nitrobenzyloxycarbonyltriphenylphosphoranylmethyl)-3-(1-o-nitrobenzyloxycarbonylaminoethyl)-4-(chlorocarbonylmethyl)-2-azetidinone). Reaction SMILES: [N+:1]([C:4]1[CH:58]=[CH:57][CH:56]=[CH:55][C:5]=1[CH2:6][O:7][C:8]([CH:10]([PH:36]([C:49]1[CH:54]=[CH:53][CH:52]=[CH:51][CH:50]=1)([C:43]1[CH:48]=[CH:47][CH:46]=[CH:45][CH:44]=1)[C:37]1[CH:42]=[CH:41][CH:40]=[CH:39][CH:38]=1)[N:11]1[CH:14]([CH2:15][C:16](O)=[O:17])[CH:13]([CH:19]([NH:21][C:22]([O:24][CH2:25][C:26]2[CH:31]=[CH:30][CH:29]=[CH:28][C:27]=2[N+:32]([O-:34])=[O:33])=[O:23])[CH3:20])[C:12]1=[O:35])=[O:9])([O-:3])=[O:2].C(Cl)(=O)C([Cl:62])=O>C(Cl)Cl.CN(C=O)C>[N+:1]([C:4]1[CH:58]=[CH:57][CH:56]=[CH:55][C:5]=1[CH2:6][O:7][C:8]([CH:10]([PH:36]([C:49]1[CH:54]=[CH:53][CH:52]=[CH:51][CH:50]=1)([C:43]1[CH:48]=[CH:47][CH:46]=[CH:45][CH:44]=1)[C:37]1[CH:42]=[CH:41][CH:40]=[CH:39][CH:38]=1)[N:11]1[C@@H:14]([CH2:15][C:16]([Cl:62])=[O:17])[C@H:13]([CH:19]([NH:21][C:22]([O:24][CH2:25][C:26]2[CH:31]=[CH:30][CH:29]=[CH:28][C:27]=2[N+:32]([O-:34])=[O:33])=[O:23])[CH3:20])[C:12]1=[O:35])=[O:9])([O-:3])=[O:2]. Procedure details: 1-(o-nitrobenzyloxycarbonyltriphenylphosphoranylmethyl)-3-(1-o-nitrobenzyloxycarbonylaminoethyl)-4-(carboxymethyl)-2-azetidinone (0.1320 g from the previous step) is dissolved in 5 ml CH2Cl2 and cooled to 0° under N2. Oxalyl chloride (0.040 ml, 0.44 mmole) is added dropwise over 5 minutes and then 1 drop of DMF is added. The mixture is stirred at 0° for 5 minutes and then at 25° C. for another 15 minutes. The solvent and excess oxalyl chloride are evaporated under reduced pressure. The residue i... Reactants: COC1=C(C=C(C(C(=O)OC)=C1)N)OCCCCCl (methyl 5-methoxy-4-(4-chlorobutoxy)-anthranilate), CO (methanol), C(OC)([O-])[O-] (methyl orthoformate), C(C)(=O)[O-].[NH4+] (ammonium acetate). Solvent: O (water). Reaction conditions: temperature 25 celsius, time 8 hour. Product: COC=1C=C2C(NC=NC2=CC1OCCCCCl)=O (6-methoxy-7-(4-chlorobutoxy)quinazolin-4-one). Isolated yield 96.0%. Reaction SMILES: [CH3:1][O:2][C:3]1[CH:12]=[C:7]([C:8](OC)=[O:9])[C:6]([NH2:13])=[CH:5][C:4]=1[O:14][CH2:15][CH2:16][CH2:17][CH2:18][Cl:19].C([O-])([O-])OC.C([O-])(=O)C.[NH4+:29].[CH3:30]O>O>[CH3:1][O:2][C:3]1[CH:12]=[C:7]2[C:6](=[CH:5][C:4]=1[O:14][CH2:15][CH2:16][CH2:17][CH2:18][Cl:19])[N:13]=[CH:30][NH:29][C:8]2=[O:9] |f:2.3|. Procedure details: In a 10 mL volume stainless pressure-resistant vessel equipped with a stirrer and a thermometer were placed 1.1 g (3.5 mmol) of methyl 5-methoxy-4-(4-chlorobutoxy)-anthranilate, 0.92 g (8.8 mmol) of methyl orthoformate, 0.67 g (8.8 mmol) of ammonium acetate, and 5 mL of methanol. The vessel was closed, and the reaction was carried out at 90-95° C. for 8 hours. After the reaction was complete, 50 mL of water was added to the reaction mixture. The aqueous reaction mixture was stirred at 25° C. for... Reactants: C1CCOC1, CCOC(=O)c1cnn(C)c1C(=O)Nc1ccn2cc(-c3ccccc3)nc2n1, CCO, Cl, [Na+], [OH-], O. Yields the product Cn1ncc(C(=O)O)c1C(=O)Nc1ccn2cc(-c3ccccc3)nc2n1. RXN SMILES: [CH2:34]1[O:35][CH2:36][CH2:37][CH2:38]1.[CH2:3]([CH3:4])[O:5][C:6](=[O:7])[c:8]1[cH:9][n:10][n:11]([CH3:31])[c:12]1[C:13]([NH:14][c:15]1[n:16][c:17]2[n:18]([cH:19][cH:20]1)[cH:21][c:22](-[c:24]1[cH:25][cH:26][cH:27][cH:28][cH:29]1)[n:23]2)=[O:30].[CH3:39][CH2:40][OH:41].[ClH:33].[Na+:2].[OH-:1].[OH2:32]>>[O:5]=[C:6]([OH:7])[c:8]1[cH:9][n:10][n:11]([CH3:31])[c:12]1[C:13]([NH:14][c:15]1[n:16][c:17]2[n:18]([cH:19][cH:20]1)[cH:21][c:22](-[c:24]1[cH:25][cH:26][cH:27][cH:28][cH:29]1)[n:23]2)=[O:30].